From a dataset of the Open Reaction Database (ORD), a public repository of structured organic reaction records. describe an organic reaction: reactants, conditions, products, and yield The reactants are Cc1ccc(N=C=O)cc1C, Cl, Cl, CC1CN(CCCN2CCC3(CC3)C(O)C2)C(=O)CCN1. The product is Cc1ccc(NC(=O)N2CCC(=O)N(CCCN3CCC4(CC4)C(O)C3)CC2C)cc1C. Reaction SMILES: [CH3:24][c:25]1[cH:26][cH:27][c:28]([N:32]=[C:33]=[O:34])[cH:29][c:30]1[CH3:31].[ClH:1].[ClH:2].[OH:3][CH:4]1[C:5]2([CH2:6][CH2:7]2)[CH2:8][CH2:9][N:10]([CH2:12][CH2:13][CH2:14][N:15]2[CH2:16][CH:17]([CH3:23])[NH:18][CH2:19][CH2:20][C:21]2=[O:22])[CH2:11]1>>[OH:3][CH:4]1[C:5]2([CH2:6][CH2:7]2)[CH2:8][CH2:9][N:10]([CH2:12][CH2:13][CH2:14][N:15]2[CH2:16][CH:17]([CH3:23])[N:18]([C:33]([NH:32][c:28]3[cH:27][cH:26][c:25]([CH3:24])[c:30]([CH3:31])[cH:29]3)=[O:34])[CH2:19][CH2:20][C:21]2=[O:22])[CH2:11]1. Starting materials: O=C([O-])[O-], CCOC(=O)CN(Cc1ccc(OC)cc1OC)Cc1cc(O)ccc1C(=O)OCC, BrCc1ccccc1, [Cs+], [Cs+], CN(C)C=O. Reaction SMILES: [C:40](=[O:41])([O-:42])[O-:43].[CH2:1]([CH3:2])[O:3][C:4]([CH2:5][N:6]([CH2:7][c:8]1[c:9]([C:15](=[O:16])[O:17][CH2:18][CH3:19])[cH:10][cH:11][c:12]([OH:14])[cH:13]1)[CH2:20][c:21]1[c:22]([O:29][CH3:30])[cH:23][c:24]([O:27][CH3:28])[cH:25][cH:26]1)=[O:31].[CH2:32]([c:33]1[cH:34][cH:35][cH:36][cH:37][cH:38]1)[Br:39].[Cs+:44].[Cs+:45].[O:46]=[CH:47][N:48]([CH3:49])[CH3:50]>>[CH2:1]([CH3:2])[O:3][C:4]([CH2:5][N:6]([CH2:7][c:8]1[c:9]([C:15](=[O:16])[O:17][CH2:18][CH3:19])[cH:10][cH:11][c:12]([O:14][CH2:32][c:33]2[cH:34][cH:35][cH:36][cH:37][cH:38]2)[cH:13]1)[CH2:20][c:21]1[c:22]([O:29][CH3:30])[cH:23][c:24]([O:27][CH3:28])[cH:25][cH:26]1)=[O:31]. Product: CCOC(=O)CN(Cc1ccc(OC)cc1OC)Cc1cc(OCc2ccccc2)ccc1C(=O)OCC. Starting materials: C1(=CC=CC=C1)C1=CC=C(C=C1)O (p-phenylphenol), ClC1=CC=C(C=C1)C (p-chlorotoluene), CN1C(N(CC1)C)=O (1,3-dimethyl-2-imidazolidinone), [OH-].[Na+] (sodium hydroxide). Run in C(C)(C)O (isopropyl alcohol). The product is C1(=CC=C(C=C1)OC1=CC=C(C=C1)C1=CC=CC=C1)C (4-biphenylyl p-tolyl ether). The yield is 94.0%. As a reaction SMILES: [C:1]1([C:7]2[CH:12]=[CH:11][C:10]([OH:13])=[CH:9][CH:8]=2)[CH:6]=[CH:5][CH:4]=[CH:3][CH:2]=1.Cl[C:15]1[CH:20]=[CH:19][C:18]([CH3:21])=[CH:17][CH:16]=1.CN1CCN(C)C1=O.[OH-].[Na+]>C(O)(C)C>[C:18]1([CH3:21])[CH:19]=[CH:20][C:15]([O:13][C:10]2[CH:9]=[CH:8][C:7]([C:1]3[CH:2]=[CH:3][CH:4]=[CH:5][CH:6]=3)=[CH:12][CH:11]=2)=[CH:16][CH:17]=1 |f:3.4|. Reported procedure: A mixture of 340 g of p-phenylphenol, 630 g of p-chlorotoluene, 68 g of 1,3-dimethyl-2-imidazolidinone and 81.0 g of sodium hydroxide was stirred at 160° to 168° C., and the water was separated azeotropically was removed by means of a trap. After adding 5.0 g of 8-hydroxyquinoline-copper complex, the mixture was further stirred at 155° to 165° C. for 15 hours. GLC analysis showed that the conversion of p-phenylphenol to the desired product was 98%. The same after treatment as in Example 1 gave 4... Reactants: Cl.Cl.N(C1=CC=CC=C1)C1=NC(=NC=C1COCC)NC1=CC=C(C=C1)OCC(CN(C)C)O (4-Anilino-5-(ethoxymethyl)-2-{4-[2-hydroxy-3-(N,N-dimethylamino)propoxy]anilino}pyrimidine dihydrochloride). Run in O (water). Product: N(C1=CC=CC=C1)C1=NC(=NC=C1CO)NC1=CC=C(C=C1)OCC(CN(C)C)O (4-Anilino-5-(hydroxymethyl)-2-{4-[2-hydroxy-3-(N,N-dimethylamino)propoxy]anilino}pyrimidine). The yield is 77.7%. RXN SMILES: Cl.Cl.[NH:3]([C:10]1[C:15]([CH2:16][O:17]CC)=[CH:14][N:13]=[C:12]([NH:20][C:21]2[CH:26]=[CH:25][C:24]([O:27][CH2:28][CH:29]([OH:34])[CH2:30][N:31]([CH3:33])[CH3:32])=[CH:23][CH:22]=2)[N:11]=1)[C:4]1[CH:9]=[CH:8][CH:7]=[CH:6][CH:5]=1>O>[NH:3]([C:10]1[C:15]([CH2:16][OH:17])=[CH:14][N:13]=[C:12]([NH:20][C:21]2[CH:26]=[CH:25][C:24]([O:27][CH2:28][CH:29]([OH:34])[CH2:30][N:31]([CH3:32])[CH3:33])=[CH:23][CH:22]=2)[N:11]=1)[C:4]1[CH:9]=[CH:8][CH:7]=[CH:6][CH:5]=1 |f:0.1.2|. Reported procedure: 4-Anilino-5-(ethoxymethyl)-2-{4-[2-hydroxy-3-(N,N-dimethylamino)propoxy]anilino}pyrimidine dihydrochloride (Example 86; 50 mg, 0.11 mmol) was dissolved in water (3 ml) and the solution was heated under reflux for 3 hours. Volatile material was removed by evaporation and the residue was triturated with diethyl ether, giving the product as a hygroscopic dihydrochloride salt (35 mg, 75%). NMR: 2.81 (dd, 2H), 3.1-3.3 (m, 2H), 3.94 (m, 2H), 4.28 (m, 1H), 4.38 (d, 1H), 4.51 (s, 2H), 6.88 (d, 2H), 7.22... Product: COC(=O)C1Cc2c([nH]c3ccccc23)C(c2ccc3c(c2)OCO3)N1. The reactants are COC(=O)C(N)Cc1c[nH]c2ccccc12, O=Cc1ccc2c(c1)OCO2, CC(C)O, Cl. As a reaction SMILES: [CH3:2][O:3][C:4]([CH:5]([NH2:6])[CH2:7][c:8]1[cH:9][nH:10][c:11]2[cH:12][cH:13][cH:14][cH:15][c:16]12)=[O:17].[CH:18](=[O:19])[c:20]1[cH:21][cH:22][c:23]2[c:27]([cH:28]1)[O:26][CH2:25][O:24]2.[CH:29]([OH:30])([CH3:31])[CH3:32].[ClH:1]>>[CH3:2][O:3][C:4]([CH:5]1[NH:6][CH:18]([c:20]2[cH:21][cH:22][c:23]3[c:27]([cH:28]2)[O:26][CH2:25][O:24]3)[c:9]2[c:8]([c:16]3[c:11]([nH:10]2)[cH:12][cH:13][cH:14][cH:15]3)[CH2:7]1)=[O:17]. Starting materials: FC(C(=O)O)(F)F (Trifluoroacetic acid), C(C)(C)(C)OC(=O)N1CCC(CC1)OCC1=CC=CC=C1 (1-(tert-butoxycarbonyl)-4-benzyloxypiperidine). Solvent: ClCCl (dichloromethane). Reaction conditions: time 30 minute. Yields the product C(C1=CC=CC=C1)OC1CCNCC1 (4-benzyloxypiperidine). Isolated yield 94.5%. RXN SMILES: FC(F)(F)C(O)=O.C(OC([N:15]1[CH2:20][CH2:19][CH:18]([O:21][CH2:22][C:23]2[CH:28]=[CH:27][CH:26]=[CH:25][CH:24]=2)[CH2:17][CH2:16]1)=O)(C)(C)C>ClCCl>[CH2:22]([O:21][CH:18]1[CH2:19][CH2:20][NH:15][CH2:16][CH2:17]1)[C:23]1[CH:24]=[CH:25][CH:26]=[CH:27][CH:28]=1. Procedure details: Trifluoroacetic acid (5 ml) was added to a solution of 1-(tert-butoxycarbonyl)-4-benzyloxypiperidine (2.08 g, 7.14 mmol) in dichloromethane (20 ml) and the solution stirred for 30 minutes at room temperature under nitrogen. The solution was concentrated in vacuo, the residue was redissolved in dichloromethane (20 ml) and treated with trifluoroacetic acid (20 ml). The solution was stirred for 30 minutes, partially evaporated and poured into saturated aqueous potassium carbonate solution (50 ml). ... The product is COC(=O)C1C(CC1)SC1=C(C=C(C(=C1)N=C=S)F)Cl (2-(2-chloro-4-fluoro-5-isothiocyanatophenylthio)-cyclobutanecarboxylic acid methyl ester). Reactants: C([O-])([O-])=O.[Ca+2] (calcium carbonate), C(=S)(Cl)Cl (thiophosgene), C(CCl)Cl (ethylene chloride), COC(=O)C1(CCC1)SC1=C(C=C(C(=C1)N)F)Cl (1-(5-amino-2-chloro-4-fluoro-phenylthio)-cyclobutanecarboxylic acid methyl ester), C(CCl)Cl (ethylene chloride). Solvent: O (water). Procedure details: While stirring at a temperature of from +25° to +30° C., a solution of 12 g of 1-(5-amino-2-chloro-4-fluoro-phenylthio)-cyclobutanecarboxylic acid methyl ester obtained in accordance with Example P1 in 30 ml of ethylene chloride is added dropwise to a mixture of 12 g of calcium carbonate and 8 ml of thiophosgene in 40 ml of ethylene chloride and 40 ml of water. The reaction mixture is then stirred for 18 hours. After filtering off the resulting precipitate, the organic phase is dried over calciu... Reaction SMILES: COC([C:5]1([S:9][C:10]2[CH:15]=[C:14]([NH2:16])[C:13]([F:17])=[CH:12][C:11]=2[Cl:18])[CH2:8][CH2:7][CH2:6]1)=O.[C:19](=[O:22])([O-])[O-:20].[Ca+2].[C:24](Cl)(Cl)=[S:25].[CH2:28](Cl)CCl>O>[CH3:28][O:20][C:19]([CH:8]1[CH2:7][CH2:6][CH:5]1[S:9][C:10]1[CH:15]=[C:14]([N:16]=[C:24]=[S:25])[C:13]([F:17])=[CH:12][C:11]=1[Cl:18])=[O:22] |f:1.2|. Starting materials: BrC=1C=C(C=NC1)OCC1=CC=CC=C1 (5-bromo-3-(phenylmethoxy)pyridine), N (ammonia). The reagents and catalysts are O.O.O.O.O.S(=O)(=O)([O-])[O-].[Cu+2] (copper(II) sulfate pentahydrate). Conditions: temperature 180 celsius. Yields the product C1(=CC=CC=C1)COC=1C=C(C=NC1)N (5-(Phenylmethoxy)-3-pyridylamine). Reaction SMILES: Br[C:2]1[CH:3]=[C:4]([O:8][CH2:9][C:10]2[CH:15]=[CH:14][CH:13]=[CH:12][CH:11]=2)[CH:5]=[N:6][CH:7]=1.[NH3:16]>O.O.O.O.O.S([O-])([O-])(=O)=O.[Cu+2]>[C:10]1([CH2:9][O:8][C:4]2[CH:3]=[C:2]([NH2:16])[CH:7]=[N:6][CH:5]=2)[CH:15]=[CH:14][CH:13]=[CH:12][CH:11]=1 |f:2.3.4.5.6.7.8|. Procedure: A thick-walled glass pressure tube was charged with copper(II) sulfate pentahydrate (1.96 g, 7.85 mmol), 5-bromo-3-(phenylmethoxy)pyridine (4.00 g, 15.15 mmol) and concentrated aqueous ammonia (29.7%, 14.8 M, 37 mL). The tube was sealed and the dark blue suspension was stirred and heated at ˜180° C. (oil bath temperature) for 24 h. The mixture was allowed to cool to ambient temperature. After further cooling in an ice-water bath, the mixture was concentrated on a rotary evaporator to a small vol... The reactants are BrC1=CC=C(C=C1)S (4-bromothiophenol), OOS(=O)[O-].[K+] (Oxone), CC1=CC=C(C=C1)S(=O)(=O)OC1COC1 (oxetan-3-yl 4-methylbenzenesulfonate), C([O-])([O-])=O.[Cs+].[Cs+] (cesium carbonate). Solvent: O (water), CCOC(=O)C (EtOAc), CS(=O)C (DMSO), O (water), CCOC(=O)C (EtOAc). Reaction conditions: time 2 day. Product: BrC1=CC=C(C=C1)S(=O)(=O)C1COC1 (3-((4-bromophenyl)sulfonyl)oxetane). RXN SMILES: [Br:1][C:2]1[CH:7]=[CH:6][C:5](S)=[CH:4][CH:3]=1.CC1C=CC(S(O[CH:20]2[CH2:23][O:22][CH2:21]2)(=O)=O)=CC=1.C(=O)([O-])[O-].[Cs+].[Cs+].O[O:31][S:32]([O-:34])=O.[K+]>CS(C)=O.O.CCOC(C)=O>[Br:1][C:2]1[CH:7]=[CH:6][C:5]([S:32]([CH:20]2[CH2:23][O:22][CH2:21]2)(=[O:34])=[O:31])=[CH:4][CH:3]=1 |f:2.3.4,5.6|. Reported procedure: 4-bromothiophenol (1.15 g, 6.08 mmol), oxetan-3-yl 4-methylbenzenesulfonate (1.66 g, 7.3 mmol), and cesium carbonate (3.96 g, 12.16 mmol) were suspended in DMSO (6 ml). The reaction mixture was stirred for 2 days at rt, then diluted with water and EtOAc. The aqueous phase was extracted with EtOAc (×2); and the combined extracts were washed with brine, dried over Na2SO4, filtered and concentrated. The resulting residue was purified by column chromatography on a Biotage™ 50 g column by eluting wit... The reactants are COc1ccccc1N1CCN(C)CC1, O=S(=O)(O)Cl, ClCCl, [Na+], [Na+], O=C([O-])[O-]. Yields the product COc1ccccc1N1CCN(C)CC1, O=S(=O)(Cl)Cl. RXN SMILES: [CH3:1][N:2]1[CH2:3][CH2:4][N:5]([c:8]2[c:9]([O:14][CH3:15])[cH:10][cH:11][cH:12][cH:13]2)[CH2:6][CH2:7]1.[Cl:16][S:17](=[O:18])(=[O:19])[OH:20].[Cl:27][CH2:28][Cl:29].[Na+:21].[Na+:22].[O-:23][C:24](=[O:25])[O-:26]>>[CH3:1][N:2]1[CH2:3][CH2:4][N:5]([c:8]2[c:9]([O:14][CH3:15])[cH:10][cH:11][cH:12][cH:13]2)[CH2:6][CH2:7]1.[Cl:16][S:17](=[O:18])(=[O:20])[Cl:27].